From a dataset of the Open Reaction Database (ORD), a public repository of structured organic reaction records. describe an organic reaction: reactants, conditions, products, and yield Starting materials: Cc1c(O)ccc(O)c1C, Cc1cc(O)ccc1O, COc1ccc(O)c(C)c1C, CO. Product: COc1c(C)cc(O)c(C)c1C. RXN SMILES: [CH3:10][c:11]1[c:12]([CH3:13])[c:14]([OH:19])[cH:15][cH:16][c:17]1[OH:18].[CH3:1][c:2]1[cH:3][c:4]([OH:5])[cH:6][cH:7][c:8]1[OH:9].[CH3:20][O:21][c:22]1[c:23]([CH3:30])[c:24]([CH3:29])[c:25]([OH:26])[cH:27][cH:28]1.[CH3:31][OH:32]>>[CH3:1][c:28]1[c:22]([O:21][CH3:20])[c:23]([CH3:30])[c:24]([CH3:29])[c:25]([OH:26])[cH:27]1. Reactants: C(C1=CC=CC=C1)OC1=CC=C(C=N1)OC1=CC=C(C=C1)C#CC(C)N (3-[4-(6-Benzyloxypyridin-3-yloxy)phenyl]-1-methylprop-2-ynylamine), C(C)(=O)OC(C)=O (acetic anhydride). Product: C(C1=CC=CC=C1)OC1=CC=C(C=N1)OC1=CC=C(C=C1)C#CC(C)NC(C)=O (N-{3-[4-(6-Benzyloxypyridin-3-yloxy)phenyl]-1-methylprop-2-ynyl}acetamide). As a reaction SMILES: [CH2:1]([O:8][C:9]1[N:14]=[CH:13][C:12]([O:15][C:16]2[CH:21]=[CH:20][C:19]([C:22]#[C:23][CH:24]([NH2:26])[CH3:25])=[CH:18][CH:17]=2)=[CH:11][CH:10]=1)[C:2]1[CH:7]=[CH:6][CH:5]=[CH:4][CH:3]=1.[C:27](OC(=O)C)(=[O:29])[CH3:28]>>[CH2:1]([O:8][C:9]1[N:14]=[CH:13][C:12]([O:15][C:16]2[CH:17]=[CH:18][C:19]([C:22]#[C:23][CH:24]([NH:26][C:27](=[O:29])[CH3:28])[CH3:25])=[CH:20][CH:21]=2)=[CH:11][CH:10]=1)[C:2]1[CH:7]=[CH:6][CH:5]=[CH:4][CH:3]=1. Procedure: 3-[4-(6-Benzyloxypyridin-3-yloxy)phenyl]-1-methylprop-2-ynylamine (705 mg, 6.97 mmol) was reacted with acetic anhydride in analogy to example 2a. Yield: 370 mg (41%), M+H+: 387.42: Reactants: C(C)(C)(C)OC(=O)OC1=CC=C(C=2OCC(NC21)=O)CCN(C(OC(C)(C)C)=O)CCN(C(CCOCCC2=CC(=CC=C2)C=2N=NN(C2)C)=O)C2CCCCCC2 (tert-butyl 2-(5-(tert-butoxycarbonyloxy)-3-oxo-3,4-dihydro-2H-benzo[b][1,4]oxazin-8-yl)ethyl(2-(N-cycloheptyl-3-(3-(1-methyl-1H-1,2,3-triazol-4-yl)phenethoxy)propanamido)ethyl)carbamate), C(=O)(C(F)(F)F)O (TFA). The solvent is C(Cl)Cl (DCM). Reaction conditions: temperature 25 celsius, time 30 minute. Yields the product FC(C(=O)O)(F)F.C1(CCCCCC1)N(C(CCOCCC1=CC(=CC=C1)C=1N=NN(C1)C)=O)CCNCCC1=CC=C(C2=C1OCC(N2)=O)O (N-Cycloheptyl-N-(2-(2-(5-hydroxy-3-oxo-3,4-dihydro-2H-benzo[b][1,4]oxazin-8-yl)ethylamino)ethyl)-3-(3-(1-methyl-1H-1,2,3-triazol-4-yl)phenethoxy)propanamide Trifluoroacetic Acid Salt). As a reaction SMILES: C(OC([O:8][C:9]1[C:18]2[NH:17][C:16](=[O:19])[CH2:15][O:14][C:13]=2[C:12]([CH2:20][CH2:21][N:22]([CH2:30][CH2:31][N:32]([CH:52]2[CH2:58][CH2:57][CH2:56][CH2:55][CH2:54][CH2:53]2)[C:33](=[O:51])[CH2:34][CH2:35][O:36][CH2:37][CH2:38][C:39]2[CH:44]=[CH:43][CH:42]=[C:41]([C:45]3[N:46]=[N:47][N:48]([CH3:50])[CH:49]=3)[CH:40]=2)C(=O)OC(C)(C)C)=[CH:11][CH:10]=1)=O)(C)(C)C.[C:59]([OH:65])([C:61]([F:64])([F:63])[F:62])=[O:60]>C(Cl)Cl>[F:62][C:61]([F:64])([F:63])[C:59]([OH:65])=[O:60].[CH:52]1([N:32]([CH2:31][CH2:30][NH:22][CH2:21][CH2:20][C:12]2[C:13]3[O:14][CH2:15][C:16](=[O:19])[NH:17][C:18]=3[C:9]([OH:8])=[CH:10][CH:11]=2)[C:33](=[O:51])[CH2:34][CH2:35][O:36][CH2:37][CH2:38][C:39]2[CH:44]=[CH:43][CH:42]=[C:41]([C:45]3[N:46]=[N:47][N:48]([CH3:50])[CH:49]=3)[CH:40]=2)[CH2:53][CH2:54][CH2:55][CH2:56][CH2:57][CH2:58]1 |f:3.4|. Procedure: A mixture of tert-butyl 2-(5-(tert-butoxycarbonyloxy)-3-oxo-3,4-dihydro-2H-benzo[b][1,4]oxazin-8-yl)ethyl(2-(N-cycloheptyl-3-(3-(1-methyl-1H-1,2,3-triazol-4-yl)phenethoxy)propanamido)ethyl)carbamate (280 mg), DCM (5 mL) and TFA (2.50 mL) was stirred at 25° C. for 30 min. The reaction mixture was evaporated to afford crude product. The crude product was purified by preparative HPLC on a Phenomenex Gemini column using a 15-60% gradient of aqueous 0.1% trifluoroacetic acid in acetonitrile as eluent... Reactants: Cl (hydrochloric acid), ClC1=CC=2N(C3=CC=CC=C13)C=C(N2)C(=O)OCC (ethyl 5-chloroimidazo-[1,2-a]-quinoline-2-carboxylate), resultant mixture, [OH-].[Na+] (sodium hydroxide). Solvent: C(C)O (ethanol). Yields the product Cl.ClC1=CC=2N(C3=CC=CC=C13)C=C(N2)C(=O)O (5-chloroimidazo-[1,2-a]-quinoline-2-carboxylic acid hydrochloride). As a reaction SMILES: [Cl:1][C:2]1[C:11]2[C:6](=[CH:7][CH:8]=[CH:9][CH:10]=2)[N:5]2[CH:12]=[C:13]([C:15]([O:17]CC)=[O:16])[N:14]=[C:4]2[CH:3]=1.[OH-].[Na+].Cl>C(O)C>[ClH:1].[Cl:1][C:2]1[C:11]2[C:6](=[CH:7][CH:8]=[CH:9][CH:10]=2)[N:5]2[CH:12]=[C:13]([C:15]([OH:17])=[O:16])[N:14]=[C:4]2[CH:3]=1 |f:1.2,5.6|. Reported procedure: 820 mg of ethyl 5-chloroimidazo-[1,2-a]-quinoline-2-carboxylate were dissolved in 50 ml of ethanol and 6.6 ml of 0.5 N sodium hydroxide solution were added to the solution obtained. The resultant mixture was refluxed for 1 hour, then was cooled to room temperature and acidified to a pH of ~1 by addition of concentrated hydrochloric acid. The solvent was removed under vacuum and the residue was dissolved in methanol. The solution formed was filtered and the filtrate was reduced in volume under va... The reactants are COC1=C(OC)C(=O)C(Cc2ccc(OC(C)=O)c(C(=O)Nc3ccc(OC)nc3)c2)=C(C)C1=O, CO, [Na+], O, O=C([O-])O. Yields the product COC1=C(OC)C(=O)C(Cc2ccc(O)c(C(=O)Nc3ccc(OC)nc3)c2)=C(C)C1=O. RXN SMILES: [CH3:1][O:2][c:3]1[cH:4][cH:5][c:6]([NH:9][C:10]([c:11]2[c:12]([O:31][C:32](=[O:33])[CH3:34])[cH:13][cH:14][c:15]([CH2:17][C:18]3=[C:23]([CH3:24])[C:22](=[O:25])[C:21]([O:26][CH3:27])=[C:20]([O:28][CH3:29])[C:19]3=[O:30])[cH:16]2)=[O:35])[cH:7][n:8]1.[CH3:41][OH:42].[Na+:36].[OH2:43].[OH:37][C:38](=[O:39])[O-:40]>>[CH3:1][O:2][c:3]1[cH:4][cH:5][c:6]([NH:9][C:10]([c:11]2[c:12]([OH:31])[cH:13][cH:14][c:15]([CH2:17][C:18]3=[C:23]([CH3:24])[C:22](=[O:25])[C:21]([O:26][CH3:27])=[C:20]([O:28][CH3:29])[C:19]3=[O:30])[cH:16]2)=[O:35])[cH:7][n:8]1.